Dataset: the Open Reaction Database (ORD), a public repository of structured organic reaction records. Task: describe an organic reaction: reactants, conditions, products, and yield The reactants are N#N (N2), C(\C=C/C(=O)O)(=O)O (maleic acid), N (ammonia), S(O)(O)(=O)=O (Sulfuric acid), N[C@@H](CC(=O)[O-])C(=O)[O-].[NH4+].[NH4+] (ammonium aspartate), N#N (N2), N#N (N2). Run in O (water). Yields the product N[C@@H](CC(=O)O)C(=O)O (aspartic acid). RXN SMILES: C(O)(=O)/C=C\C(O)=O.N.N#N.S(=O)(=O)(O)O.[NH2:17][C@H:18]([C:23]([O-:25])=[O:24])[CH2:19][C:20]([O-:22])=[O:21].[NH4+].[NH4+]>O>[NH2:17][C@H:18]([C:23]([OH:25])=[O:24])[CH2:19][C:20]([OH:22])=[O:21] |f:4.5.6|. Procedure details: A reaction solution containing maleic acid (116 g) and ammonia (153 ml) (having a total volume of 1,000 ml by adding water), which had been previously subjected to N2 substitution by carrying out agitation while blowing N2 gas in it for 30 minutes, was transferred into a jar fermenter having a volume of 3 L. The recovered microbial cells of the both species (IFO 12669 strain: 20 g, AB-41 strain: 120 g) were added thereto, followed by agitation while supplying N2 at a velocity of 0.02 vvm to carr... Reactants: imine, imine, ClC=1C(=C(C=CC1)C(CC(C=O)(C(F)(F)F)O)(C)C)OC (4-(3-chloro-2-methoxyphenyl)-2-hydroxy-4-methyl-2-(trifluoromethyl)pentanal), NC1=C2C=NNC(C2=CC=C1)=O (5-amino-phthalazin-1-one). Reagents/catalysts: [Ti](Cl)(Cl)(Cl)Cl (titanium tetrachloride). Solvent: ClCCl (dichloromethane). Yields the product ClC=1C(=C2C(CC(C(C2=CC1)NC1=C2C=NNC(C2=CC=C1)=O)(C(F)(F)F)O)(C)C)OC (5-{[6-Chloro-4,4-dimethyl-5-methoxy-2-hydroxy-2-(trifluoromethyl)-1,2,3,4-tetrahydronaphthalen-1-yl]amino}-phthalazin-1-one). The yield is 33.7%. As a reaction SMILES: [Cl:1][C:2]1[C:3]([O:20][CH3:21])=[C:4]([C:8]([CH3:19])([CH3:18])[CH2:9][C:10]([OH:17])([C:13]([F:16])([F:15])[F:14])[CH:11]=O)[CH:5]=[CH:6][CH:7]=1.[NH2:22][C:23]1[CH:32]=[CH:31][CH:30]=[C:29]2[C:24]=1[CH:25]=[N:26][NH:27][C:28]2=[O:33]>ClCCl.[Ti](Cl)(Cl)(Cl)Cl>[Cl:1][C:2]1[C:3]([O:20][CH3:21])=[C:4]2[C:5](=[CH:6][CH:7]=1)[CH:11]([NH:22][C:23]1[CH:32]=[CH:31][CH:30]=[C:29]3[C:24]=1[CH:25]=[N:26][NH:27][C:28]3=[O:33])[C:10]([OH:17])([C:13]([F:16])([F:15])[F:14])[CH2:9][C:8]2([CH3:19])[CH3:18]. Reported procedure: Analogously to Example 10, the corresponding imine is produced starting from 1.0 g of 4-(3-chloro-2-methoxyphenyl)-2-hydroxy-4-methyl-2-(trifluoromethyl)pentanal and 494 mg of 5-amino-phthalazin-1-one. As in Example 3, 775 mg of the imine is reacted by reaction with 24.9 ml of titanium tetrachloride (1 M in dichloromethane) in 46 ml of dichloromethane, and 483 mg of the title compound is obtained. Reactants: C#CC(=O)O, CN(C)C=O, C(=NC1CCCCC1)=NC1CCCCC1, Nc1cccc(Oc2ccc3nc(NC(=O)C4CC4)cn3n2)c1, C1CCOC1. The product is C#CC(=O)Nc1cccc(Oc2ccc3nc(NC(=O)C4CC4)cn3n2)c1. RXN SMILES: [C:1]([C:2]#[CH:3])(=[O:4])[OH:5].[CH3:49][N:50]([CH3:51])[CH:52]=[O:53].[CH:6]1([N:7]=[C:8]=[N:9][CH:10]2[CH2:11][CH2:12][CH2:13][CH2:14][CH2:15]2)[CH2:16][CH2:17][CH2:18][CH2:19][CH2:20]1.[NH2:21][c:22]1[cH:23][c:24]([O:25][c:26]2[cH:27][cH:28][c:29]3[n:30]([n:31]2)[cH:32][c:33]([NH:35][C:36](=[O:37])[CH:38]2[CH2:39][CH2:40]2)[n:34]3)[cH:41][cH:42][cH:43]1.[O:44]1[CH2:45][CH2:46][CH2:47][CH2:48]1>>[C:1]([C:2]#[CH:3])(=[O:4])[NH:21][c:22]1[cH:23][c:24]([O:25][c:26]2[cH:27][cH:28][c:29]3[n:30]([n:31]2)[cH:32][c:33]([NH:35][C:36](=[O:37])[CH:38]2[CH2:39][CH2:40]2)[n:34]3)[cH:41][cH:42][cH:43]1.